From a dataset of the Open Reaction Database (ORD), a public repository of structured organic reaction records. describe an organic reaction: reactants, conditions, products, and yield Starting materials: CCOC(=O)c1cn[nH]c(=O)c1, CN(C)C=O, CCOC(C)=O, CCN(C(C)C)C(C)C, C[Si](C)(C)CCOCCl. Yields the product CCOC(=O)c1cnn(COCC[Si](C)(C)C)c(=O)c1. As a reaction SMILES: [CH2:1]([CH3:2])[O:3][C:4](=[O:5])[c:6]1[cH:7][n:8][nH:9][c:10](=[O:12])[cH:11]1.[CH3:31][N:32]([CH3:33])[CH:34]=[O:35].[CH3:36][CH2:37][O:38][C:39]([CH3:40])=[O:41].[CH:13]([N:14]([CH:15]([CH3:16])[CH3:17])[CH2:18][CH3:19])([CH3:20])[CH3:21].[Cl:22][CH2:23][O:24][CH2:25][CH2:26][Si:27]([CH3:28])([CH3:29])[CH3:30]>>[CH2:1]([CH3:2])[O:3][C:4](=[O:5])[c:6]1[cH:7][n:8][n:9]([CH2:23][O:24][CH2:25][CH2:26][Si:27]([CH3:28])([CH3:29])[CH3:30])[c:10](=[O:12])[cH:11]1. Reactants: ClCc1ccccn1, Cc1cc(Nc2ncnc3cccc(OC(C)CNC(=O)CO)c23)ccc1O. The product is Cc1cc(Nc2ncnc3cccc(OC(C)CNC(=O)CO)c23)ccc1OCc1ccccn1. Reaction SMILES: [Cl:1][CH2:2][c:3]1[n:4][cH:5][cH:6][cH:7][cH:8]1.[OH:9][CH2:10][C:11](=[O:12])[NH:13][CH2:14][CH:15]([CH3:16])[O:17][c:18]1[c:19]2[c:20]([NH:28][c:29]3[cH:30][c:31]([CH3:36])[c:32]([OH:35])[cH:33][cH:34]3)[n:21][cH:22][n:23][c:24]2[cH:25][cH:26][cH:27]1>>[CH2:2]([c:3]1[n:4][cH:5][cH:6][cH:7][cH:8]1)[O:35][c:32]1[c:31]([CH3:36])[cH:30][c:29]([NH:28][c:20]2[c:19]3[c:18]([O:17][CH:15]([CH2:14][NH:13][C:11]([CH2:10][OH:9])=[O:12])[CH3:16])[cH:27][cH:26][cH:25][c:24]3[n:23][cH:22][n:21]2)[cH:34][cH:33]1.